From a dataset of the Open Reaction Database (ORD), a public repository of structured organic reaction records. describe an organic reaction: reactants, conditions, products, and yield Starting materials: Cc1cc(C)c(CNC(=O)c2cc(Br)cc(NC3CCCC3)c2C)c(=O)[nH]1, O=C([O-])[O-], C1COCCO1, O=Cc1ccc(B(O)O)cc1, [Na+], [Na+]. The product is Cc1cc(C)c(CNC(=O)c2cc(-c3ccc(C=O)cc3)cc(NC3CCCC3)c2C)c(=O)[nH]1. RXN SMILES: [Br:1][c:2]1[cH:3][c:4]([NH:22][CH:23]2[CH2:24][CH2:25][CH2:26][CH2:27]2)[c:5]([CH3:21])[c:6]([C:7](=[O:8])[NH:9][CH2:10][c:11]2[c:12](=[O:19])[nH:13][c:14]([CH3:18])[cH:15][c:16]2[CH3:17])[cH:20]1.[C:39](=[O:40])([O-:41])[O-:42].[CH2:45]1[O:46][CH2:47][CH2:48][O:49][CH2:50]1.[CH:28](=[O:29])[c:30]1[cH:31][cH:32][c:33]([B:36]([OH:37])[OH:38])[cH:34][cH:35]1.[Na+:43].[Na+:44]>>[c:2]1(-[c:33]2[cH:32][cH:31][c:30]([CH:28]=[O:29])[cH:35][cH:34]2)[cH:3][c:4]([NH:22][CH:23]2[CH2:24][CH2:25][CH2:26][CH2:27]2)[c:5]([CH3:21])[c:6]([C:7](=[O:8])[NH:9][CH2:10][c:11]2[c:12](=[O:19])[nH:13][c:14]([CH3:18])[cH:15][c:16]2[CH3:17])[cH:20]1. The reactants are CCc1ccc(Cc2cc(Br)c(OC)cc2NC(C)=O)cc1, CC(C)O, Cl. Yields the product CCc1ccc(Cc2cc(Br)c(OC)cc2N)cc1. As a reaction SMILES: [Br:2][c:3]1[cH:4][c:5]([CH2:15][c:16]2[cH:17][cH:18][c:19]([CH2:22][CH3:23])[cH:20][cH:21]2)[c:6]([NH:11][C:12](=[O:13])[CH3:14])[cH:7][c:8]1[O:9][CH3:10].[CH:24]([OH:25])([CH3:26])[CH3:27].[ClH:1]>>[Br:2][c:3]1[cH:4][c:5]([CH2:15][c:16]2[cH:17][cH:18][c:19]([CH2:22][CH3:23])[cH:20][cH:21]2)[c:6]([NH2:11])[cH:7][c:8]1[O:9][CH3:10].